This data is from the Open Reaction Database (ORD), a public repository of structured organic reaction records. The task is: describe an organic reaction: reactants, conditions, products, and yield The reactants are [BH3-]C#N, [CH3], CO, CS(=O)(=O)Oc1ccc(CCOc2ccc(C=NO)cc2)cc1, Cl, [Na+], [Na+], C1COCCO1, C1CCOC1, [OH-], O. Product: CS(=O)(=O)Oc1ccc(CCOc2ccc(CNO)cc2)cc1. Reaction SMILES: [C:1]([BH3-:2])#[N:3].[CH3:28].[CH3:38][OH:39].[CH3:5][S:6](=[O:7])(=[O:8])[O:9][c:10]1[cH:11][cH:12][c:13]([CH2:16][CH2:17][O:18][c:19]2[cH:20][cH:21][c:22]([CH:25]=[N:26][OH:27])[cH:23][cH:24]2)[cH:14][cH:15]1.[ClH:35].[Na+:37].[Na+:4].[O:29]1[CH2:30][CH2:31][O:32][CH2:33][CH2:34]1.[O:40]1[CH2:41][CH2:42][CH2:43][CH2:44]1.[OH-:36].[OH2:45]>>[CH3:5][S:6](=[O:7])(=[O:8])[O:9][c:10]1[cH:11][cH:12][c:13]([CH2:16][CH2:17][O:18][c:19]2[cH:20][cH:21][c:22]([CH2:25][NH:26][OH:27])[cH:23][cH:24]2)[cH:14][cH:15]1.